From a dataset of the Open Reaction Database (ORD), a public repository of structured organic reaction records. describe an organic reaction: reactants, conditions, products, and yield Reaction SMILES: [N+:1]([C:4]1[CH:9]=[CH:8][C:7]([CH:10]([CH3:12])[CH3:11])=[CH:6][C:5]=1[C:13]([F:16])([F:15])[F:14])([O-])=O>CO.[Ni]>[NH2:1][C:4]1[CH:9]=[CH:8][C:7]([CH:10]([CH3:12])[CH3:11])=[CH:6][C:5]=1[C:13]([F:14])([F:15])[F:16]. Yield: 97.4%. Procedure details: 330 g of 2-nitro-5-isopropylbenzotrifluoride in 1,200 ml of methanol are initially introduced into a hydrogenation apparatus, and 30 g of Raney nickel are added. After the system has been flushed with hydrogen, a hydrogenation is carried out at 25°-45° C. under a pressure of 30 bar of hydrogen. After the hydrogen absorption is complete, the solution is filtered to separate off the catalyst. After the solvent has been distilled off, the product is distilled. 280 g of 2-amino-5-isopropylbenzotrifl... The reagents and catalysts are [Ni] (Raney nickel). The reactants are [N+](=O)([O-])C1=C(C=C(C=C1)C(C)C)C(F)(F)F (2-nitro-5-isopropylbenzotrifluoride). The product is NC1=C(C=C(C=C1)C(C)C)C(F)(F)F (2-amino-5-isopropylbenzotrifluoride). The solvent is CO (methanol).